Dataset: the Open Reaction Database (ORD), a public repository of structured organic reaction records. Task: describe an organic reaction: reactants, conditions, products, and yield Reactants: CCOC(=O)CC(=O)OCC, C1COCCO1, CCOC(C)=O, FC(F)(F)c1cccnc1Cl, Cl, Cl[Cu]Cl, [H-], [Na+], O. Yields the product CCOC(=O)C(C(=O)OCC)c1ncccc1C(F)(F)F. RXN SMILES: [C:3]([CH2:4][C:5](=[O:6])[O:7][CH2:8][CH3:9])(=[O:10])[O:11][CH2:12][CH3:13].[CH2:26]1[O:27][CH2:28][CH2:29][O:30][CH2:31]1.[CH3:35][CH2:36][O:37][C:38](=[O:39])[CH3:40].[Cl:14][c:15]1[n:16][cH:17][cH:18][cH:19][c:20]1[C:21]([F:22])([F:23])[F:24].[ClH:25].[Cu:32]([Cl:33])[Cl:34].[H-:1].[Na+:2].[OH2:41]>>[C:3]([CH:4]([C:5](=[O:6])[O:7][CH2:8][CH3:9])[c:15]1[n:16][cH:17][cH:18][cH:19][c:20]1[C:21]([F:22])([F:23])[F:24])(=[O:10])[O:11][CH2:12][CH3:13]. Reactants: CC1(C)OC(c2ccc(OCc3ccccc3)cc2)=CC1=O, ClC(Cl)Cl, O=C1CCC(=O)N1Br. The product is CC1(C)OC(c2ccc(OCc3ccccc3)cc2)=C(Br)C1=O. RXN SMILES: [CH2:1]([c:2]1[cH:3][cH:4][cH:5][cH:6][cH:7]1)[O:8][c:9]1[cH:10][cH:11][c:12]([C:15]2=[CH:16][C:17](=[O:22])[C:18]([CH3:20])([CH3:21])[O:19]2)[cH:13][cH:14]1.[Cl:31][CH:32]([Cl:33])[Cl:34].[O:23]=[C:24]1[N:25]([Br:30])[C:26](=[O:27])[CH2:28][CH2:29]1>>[CH2:1]([c:2]1[cH:3][cH:4][cH:5][cH:6][cH:7]1)[O:8][c:9]1[cH:10][cH:11][c:12]([C:15]2=[C:16]([Br:30])[C:17](=[O:22])[C:18]([CH3:20])([CH3:21])[O:19]2)[cH:13][cH:14]1. Reagents/catalysts: C(C)#N (acetonitrile). Yields the product NC(CCN1C(CN(CC1C)C1=C(C=C2C(C(=CN(C2=C1OC)CC(F)(F)F)C(=O)NCC1=C(C=C(C=C1)OC(F)(F)F)C)=O)F)C)=O (7-[(3RS,5SR)-4-(3-Amino-3-oxopropyl)-3,5-dimethylpiperazin-1-yl]-6-fluoro-8-methoxy-N-[2-methyl-4-(trifluoromethoxy)benzyl]-4-oxo-1-(2,2,2-trifluoroethyl)-1,4-dihydroquinoline-3-carboxamide). Run in CS(=O)C (DMSO). Run at temperature 70 celsius. Reaction SMILES: [CH3:1][CH:2]1[NH:7][CH:6]([CH3:8])[CH2:5][N:4]([C:9]2[C:18]([O:19][CH3:20])=[C:17]3[C:12]([C:13](=[O:42])[C:14]([C:26]([NH:28][CH2:29][C:30]4[CH:35]=[CH:34][C:33]([O:36][C:37]([F:40])([F:39])[F:38])=[CH:32][C:31]=4[CH3:41])=[O:27])=[CH:15][N:16]3[CH2:21][C:22]([F:25])([F:24])[F:23])=[CH:11][C:10]=2[F:43])[CH2:3]1.[C:44]([NH2:48])(=[O:47])[CH:45]=[CH2:46].Cl([O-])(=O)(=O)=O.[Li+]>C(#N)C.CS(C)=O>[NH2:48][C:44](=[O:47])[CH2:45][CH2:46][N:7]1[CH:6]([CH3:8])[CH2:5][N:4]([C:9]2[C:18]([O:19][CH3:20])=[C:17]3[C:12]([C:13](=[O:42])[C:14]([C:26]([NH:28][CH2:29][C:30]4[CH:35]=[CH:34][C:33]([O:36][C:37]([F:40])([F:38])[F:39])=[CH:32][C:31]=4[CH3:41])=[O:27])=[CH:15][N:16]3[CH2:21][C:22]([F:25])([F:24])[F:23])=[CH:11][C:10]=2[F:43])[CH2:3][CH:2]1[CH3:1] |f:2.3|. Reported procedure: A few drops of acetonitrile are added at room temperature to 55 mg of the compound of Example 52, 18 mg of acrylamide and 35 mg of lithium perchlorate, so that a stirrable suspension results. The mixture is heated to 70° C. over night and left to cool. After the addition of DMSO the whole mixture is separated by preparative HPLC (Method 5). After concentrating the suitable fractions and drying under high vacuum 30 mg (40% of theory) of the title compound are obtained. Starting materials: CC1CN(CC(N1)C)C1=C(C=C2C(C(=CN(C2=C1OC)CC(F)(F)F)C(=O)NCC1=C(C=C(C=C1)OC(F)(F)F)C)=O)F (7-[(3RS,5SR)-3,5-Dimethylpiperazin-1-yl]-6-fluoro-8-methoxy-N-[2-methyl-4-(trifluoromethoxy)benzyl]-4-oxo-1-(2,2,2-trifluoroethyl)-1,4-dihydroquinoline-3-carboxamide), C(C=C)(=O)N (acrylamide), Cl(=O)(=O)(=O)[O-].[Li+] (lithium perchlorate). Reactants: C(C)(=O)OCC(=O)Cl (acetoxyacetic acid chloride), Cl.C(C)(C)OCCN(C(COC(C)=O)=O)C1=CC=C(C(=O)N2CCN(CC2)CCC2=CC=C(C=C2)Cl)C=C1 (1-{4-[N-(2-isopropyloxyethyl)-N-acetoxyacetylamino]benzoyl}-4-[2-(4-chlorophenyl)ethyl]piperazine hydrochloride). Product: C(C)(C)OCCNC1=CC=C(C(=O)N2CCN(CC2)CCC2=CC=C(C=C2)Cl)C=C1 (1-{4-[N-(2-isopropyloxyethyl)amino]benzoyl}-4-[2-(4-chlorophenyl)ethyl]piperazine). RXN SMILES: Cl.[CH:2]([O:5][CH2:6][CH2:7][N:8]([C:16]1[CH:38]=[CH:37][C:19]([C:20]([N:22]2[CH2:27][CH2:26][N:25]([CH2:28][CH2:29][C:30]3[CH:35]=[CH:34][C:33]([Cl:36])=[CH:32][CH:31]=3)[CH2:24][CH2:23]2)=[O:21])=[CH:18][CH:17]=1)C(=O)COC(=O)C)([CH3:4])[CH3:3].C(OCC(Cl)=O)(=O)C>>[CH:2]([O:5][CH2:6][CH2:7][NH:8][C:16]1[CH:38]=[CH:37][C:19]([C:20]([N:22]2[CH2:23][CH2:24][N:25]([CH2:28][CH2:29][C:30]3[CH:35]=[CH:34][C:33]([Cl:36])=[CH:32][CH:31]=3)[CH2:26][CH2:27]2)=[O:21])=[CH:18][CH:17]=1)([CH3:4])[CH3:3] |f:0.1|. Reported procedure: In a manner analogous to that described in Example 23, 1-{4-[N-(2-isopropyloxyethyl)-N-acetoxyacetylamino]benzoyl}-4-[2-(4-chlorophenyl)ethyl]piperazine hydrochloride having a melting point of 130°-132° is obtained from 5 g of 1-{4-[N-(2-isopropyloxyethyl)amino]benzoyl}-4-[2-(4-chlorophenyl)ethyl]piperazine (Example 21) by reaction with acetoxyacetic acid chloride. Reactants: S1C(=NCC12CCSCC2)C=2NC1=C(C=C(C=C1C2)OCCOC)N(S(=O)(=O)C2=NC=CC=C2)C (N-[2-(1,8-dithia-3-azaspiro[4.5]dec-2-en-2-yl)-5-(2-methoxyethoxy)-1H-indol-7-yl]-N-methylpyridine-2-sulfonamide), OOS(=O)[O-].[K+] (OXONE), S(=O)([O-])[O-].[Na+].[Na+] (sodium sulfite). The solvent is CO (methanol), O (water), ClCCl (dichloromethane). Conditions: time 18 hour. The product is COCCOC=1C=C2C=C(NC2=C(C1)N(S(=O)(=O)C1=NC=CC=C1)C)C=1SC2(CN1)CCS(CC2)=O (N-[5-(2-methoxyethoxy)-2-(8-oxido-1,8-dithia-3-azaspiro[4.5]dec-2-en-2-yl)-1H-indol-7-yl]-N-methylpyridine-2-sulfonamide). Isolated yield 20.0%. RXN SMILES: [S:1]1[C:5]2([CH2:10][CH2:9][S:8][CH2:7][CH2:6]2)[CH2:4][N:3]=[C:2]1[C:11]1[NH:12][C:13]2[C:18]([CH:19]=1)=[CH:17][C:16]([O:20][CH2:21][CH2:22][O:23][CH3:24])=[CH:15][C:14]=2[N:25]([CH3:35])[S:26]([C:29]1[CH:34]=[CH:33][CH:32]=[CH:31][N:30]=1)(=[O:28])=[O:27].[OH:36]OS([O-])=O.[K+].S([O-])([O-])=O.[Na+].[Na+]>CO.O.ClCCl>[CH3:24][O:23][CH2:22][CH2:21][O:20][C:16]1[CH:17]=[C:18]2[C:13](=[C:14]([N:25]([CH3:35])[S:26]([C:29]3[CH:34]=[CH:33][CH:32]=[CH:31][N:30]=3)(=[O:27])=[O:28])[CH:15]=1)[NH:12][C:11]([C:2]1[S:1][C:5]3([CH2:6][CH2:7][S:8](=[O:36])[CH2:9][CH2:10]3)[CH2:4][N:3]=1)=[CH:19]2 |f:1.2,3.4.5|. Reported procedure: To a solution of N-[2-(1,8-dithia-3-azaspiro[4.5]dec-2-en-2-yl)-5-(2-methoxyethoxy)-1H-indol-7-yl]-N-methylpyridine-2-sulfonamide (50.7 mg) in methanol (2 mL), water (1 mL) and dichloromethane (1 mL) was added OXONE (registered trade mark, 29 mg) at room temperature, and the mixture was stirred for 18 hr. Aqueous sodium sulfite solution was added to the reaction mixture, and the mixture was stirred for 30 min. The organic solvent was evaporated under reduced pressure. The residue was extracted w... The reactants are CCN1CCC(O)(c2cccc(SC)c2F)CC1, Cc1ccccc1, O, O=S(=O)(O)O. Product: CCN1CC=C(c2cccc(SC)c2F)CC1. RXN SMILES: [CH2:1]([CH3:2])[N:3]1[CH2:4][CH2:5][C:6]([OH:9])([c:10]2[c:11]([F:18])[c:12]([S:16][CH3:17])[cH:13][cH:14][cH:15]2)[CH2:7][CH2:8]1.[CH3:24][c:25]1[cH:26][cH:27][cH:28][cH:29][cH:30]1.[OH2:31].[S:19](=[O:20])(=[O:21])([OH:22])[OH:23]>>[CH2:1]([CH3:2])[N:3]1[CH2:4][CH:5]=[C:6]([c:10]2[c:11]([F:18])[c:12]([S:16][CH3:17])[cH:13][cH:14][cH:15]2)[CH2:7][CH2:8]1. Reactants: C1CCNCC1, CN(C)C=O, CC(Cc1c[nH]c2ccccc12)(NC(=O)OCC1c2ccccc2-c2ccccc21)C(=O)NCCc1ccccc1. The product is CC(N)(Cc1c[nH]c2ccccc12)C(=O)NCCc1ccccc1. As a reaction SMILES: [CH2:42]1[CH2:43][CH2:44][NH:45][CH2:46][CH2:47]1.[O:48]=[CH:49][N:50]([CH3:51])[CH3:52].[nH:1]1[cH:2][c:3]([CH2:10][C:11]([C:12]([NH:13][CH2:14][CH2:15][c:16]2[cH:17][cH:18][cH:19][cH:20][cH:21]2)=[O:22])([CH3:23])[NH:24][C:25](=[O:26])[O:27][CH2:28][CH:29]2[c:30]3[cH:31][cH:32][cH:33][cH:34][c:35]3-[c:36]3[c:37]2[cH:38][cH:39][cH:40][cH:41]3)[c:4]2[cH:5][cH:6][cH:7][cH:8][c:9]12>>[nH:1]1[cH:2][c:3]([CH2:10][C:11]([C:12]([NH:13][CH2:14][CH2:15][c:16]2[cH:17][cH:18][cH:19][cH:20][cH:21]2)=[O:22])([CH3:23])[NH2:24])[c:4]2[cH:5][cH:6][cH:7][cH:8][c:9]12. Reactants: CC(C)([O-])C.[K+] (potassium t-butoxide), O=C1NN=C(C2=CC=CC=C12)CC(=O)OC (methyl 4-oxo-3H-phthalazin-1-ylacetate), C(C)OC(CBr)OCC (bromoacetaldehyde diethylacetal). Solvent: CN(C)C=O (DMF). Conditions: time 48 hour. The product is C(C)OC(CN1N=C(C2=CC=CC=C2C1=O)CC(=O)OC)OCC (Methyl 3-(2,2-diethoxyethyl)-4-oxo-3H-phthalazin1-ylacetate). RXN SMILES: CC(C)([O-])C.[K+].[O:7]=[C:8]1[C:17]2[C:12](=[CH:13][CH:14]=[CH:15][CH:16]=2)[C:11]([CH2:18][C:19]([O:21][CH3:22])=[O:20])=[N:10][NH:9]1.[CH2:23]([O:25][CH:26]([O:29][CH2:30][CH3:31])[CH2:27]Br)[CH3:24]>CN(C=O)C>[CH2:23]([O:25][CH:26]([O:29][CH2:30][CH3:31])[CH2:27][N:9]1[C:8](=[O:7])[C:17]2[C:12](=[CH:13][CH:14]=[CH:15][CH:16]=2)[C:11]([CH2:18][C:19]([O:21][CH3:22])=[O:20])=[N:10]1)[CH3:24] |f:0.1|. Procedure: To a solution containing potassium t-butoxide (5.91 g), methyl 4-oxo-3H-phthalazin-1-ylacetate (10.91 g) and DMF (50 ml) was added bromoacetaldehyde diethylacetal (10.83 g), and the reaction mixture was allowed to stir at room temperature for 48 hours. The reaction mixture was poured onto water, extracted with ethyl acetate and the ethyl acetate layer was collected and dried. Upon evaporation of the solvent, a clear oil was obtained which upon standing gave a white solid (yield, 5.2 g; m.p. 68° ... Product: BrC=1C(=NC=C(N1)Br)NC(=N)C=1OC=CC1 (N-(3,5-dibromo-pyrazin-2-yl)-furan-2-carboxamidine). Reactants: O (water), BrC=1C(=NC=C(N1)Br)N (3,5-dibromo-pyrazin-2-ylamine), O1C(=CC=C1)C#N (furan-2-carbonitrile), [Al+3].[Cl-].[Cl-].[Cl-] (AlCl3). Yield: 71.7%. Solvent: ClC(C)Cl (dichloroethane). Procedure: A solution of 3,5-dibromo-pyrazin-2-ylamine (608 mg, 2.4 mmol), furan-2-carbonitrile (297 uL, 3.39 mmol) and AlCl3 (320 mg, 2.4 mmol) in dichloroethane (6 ml) was heated at 115° C. overnight. The reaction was cooled to room temperature and water (5 ml) was added. After 30 minutes, the resulting precipitate was collected and purified by column chromatography (SiO2, THF) to afford 595 mg (72%) of N-(3,5-dibromo-pyrazin-2-yl)-furan-2-carboxamidine as a yellow solid. 1H NMR (300 MHz, DMSO-d6) δ 6.73... Reaction SMILES: [Br:1][C:2]1[C:3]([NH2:9])=[N:4][CH:5]=[C:6]([Br:8])[N:7]=1.[O:10]1[CH:14]=[CH:13][CH:12]=[C:11]1[C:15]#[N:16].[Al+3].[Cl-].[Cl-].[Cl-].O>ClC(Cl)C>[Br:1][C:2]1[C:3]([NH:9][C:15]([C:11]2[O:10][CH:14]=[CH:13][CH:12]=2)=[NH:16])=[N:4][CH:5]=[C:6]([Br:8])[N:7]=1 |f:2.3.4.5|. Reaction conditions: time 30 minute.